This data is from the Open Reaction Database (ORD), a public repository of structured organic reaction records. The task is: describe an organic reaction: reactants, conditions, products, and yield Reactants: FC1=CC=C(C=C1)C1=NOC(=C1COC1=NC=C(C(=O)O)C=C1)C (6-[3-(4-fluoro-phenyl)-5-methyl-isoxazol-4-ylmethoxy]-nicotinic acid), N1CCS(CC1)(=O)=O (thiomorpholine-S,S-dioxide). Product: O=S1(CCN(CC1)C(=O)C=1C=NC(=CC1)OCC=1C(=NOC1C)C1=CC=C(C=C1)F)=O ((1,1-Dioxo-1λ6-thiomorpholin-4-yl)-{6-[3-(4-fluoro-phenyl)-5-methyl-isoxazol-4-ylmethoxy]-pyridin-3-yl}-methanone). The yield is 55.0%. Reaction SMILES: [F:1][C:2]1[CH:7]=[CH:6][C:5]([C:8]2[C:12]([CH2:13][O:14][C:15]3[CH:23]=[CH:22][C:18]([C:19]([OH:21])=O)=[CH:17][N:16]=3)=[C:11]([CH3:24])[O:10][N:9]=2)=[CH:4][CH:3]=1.[NH:25]1[CH2:30][CH2:29][S:28](=[O:32])(=[O:31])[CH2:27][CH2:26]1>>[O:31]=[S:28]1(=[O:32])[CH2:29][CH2:30][N:25]([C:19]([C:18]2[CH:17]=[N:16][C:15]([O:14][CH2:13][C:12]3[C:8]([C:5]4[CH:4]=[CH:3][C:2]([F:1])=[CH:7][CH:6]=4)=[N:9][O:10][C:11]=3[CH3:24])=[CH:23][CH:22]=2)=[O:21])[CH2:26][CH2:27]1. Procedure: As described for example 105, 6-[3-(4-fluoro-phenyl)-5-methyl-isoxazol-4-ylmethoxy]-nicotinic acid (99 mg, 0.33 mmol) was converted, using thiomorpholine-S,S-dioxide instead of 2,2,2-trifluoroethylamine, to the title compound (73 mg, 55%) which was obtained as a white solid. MS: m/e=446.1 [M+H]+. The reactants are O (water), N1=CC=C(C=C1)C1=NNC(N1)=S (3-(pyridin-4-yl)-1H-1,2,4-triazole-5(4H)-thione), BrCC#C (3-bromoprop-1-yne), C(C)(=O)[O-].[Na+] (sodium acetate). Run in CN(C)C=O (DMF). Reaction conditions: time 6 hour. Yields the product C(C#C)SC=1NC(=NN1)C1=CC=NC=C1 (4-(5-(Prop-2-ynylthio)-4H-1,2,4-triazol-3-yl)pyridine). Isolated yield 61.9%. As a reaction SMILES: [N:1]1[CH:6]=[CH:5][C:4]([C:7]2[NH:11][C:10](=[S:12])[NH:9][N:8]=2)=[CH:3][CH:2]=1.Br[CH2:14][C:15]#[CH:16].C([O-])(=O)C.[Na+].O>CN(C=O)C>[CH2:16]([S:12][C:10]1[NH:11][C:7]([C:4]2[CH:3]=[CH:2][N:1]=[CH:6][CH:5]=2)=[N:8][N:9]=1)[C:15]#[CH:14] |f:2.3|. Procedure details: A mixture of 3-(pyridin-4-yl)-1H-1,2,4-triazole-5(4H)-thione (2 g, 11.2 mmol), 3-bromoprop-1-yne (1.47 g, 12.3 mmol) and sodium acetate (5.34 g, 65.1 mmol) in DMF (20 mL) was stirred for 6 h at room temperature. The reaction mixture was then poured into water (50 mL) and extracted with DCM. The combined organic layers were washed with water three times, dried with Na2SO4, filtered and concentrated to obtain the title compound (1.5 g). Starting materials: [Cl-].[NH4+] (ammonium chloride), ClC1=CC=C(C=C1)N1N=C2C=C(C(=CC2=C1C(=O)NC)C1CC1)N(CCCC=C)S(=O)(=O)C (2-(4-Chlorophenyl)-5-cyclopropyl-N-methyl-6-[(methylsulfonyl) (pent-4-en-1-yl)amino]-2H-indazole-3-carboxamide), CC(C)([O-])C.[K+] (potassium tert-butoxide), CC(C)([O-])C.[K+] (potassium tert-butoxide), ClC1=CC=C(C=C1)N1N=C2C=C(C(=CC2=C1C(=O)NC)C1CC1)N(CCCC=C)S(=O)(=O)C (2-(4-Chlorophenyl)-5-cyclopropyl-N-methyl-6-[(methylsulfonyl) (pent-4-en-1-yl)amino]-2H-indazole-3-carboxamide), OCC(CCO)C(C)O ((±)-3-(hydroxymethyl)pentane-1,4-diol), C1(=CC=C(C=C1)S(=O)(=O)Cl)C (p-toluenesulfonyl chloride). The solvent is C1CCOC1 (THF), C1CCOC1 (THF). Yields the product ClC1=CC=C(C=C1)N1N=C2C=C(C(=CC2=C1C(=O)NC)C1CC1)N(S(=O)(=O)C)CCC(C(C)O)CO (2-(4-Chlorophenyl)-5-cyclopropyl-6-{[4-hydroxy-3-(hydroxymethyl)pentyl](methylsulfonyl)amino}-N-methyl-2H-indazole-3-carboxamide), ClC1=CC=C(C=C1)N1N=C2C=C(C(=CC2=C1C(=O)NC)C1CC1)N(S(=O)(=O)C)CCC1C(OC1)C (2-(4-Chlorophenyl)-5-cyclopropyl-N-methyl-6-[{2-[-2-methyloxetan-3-yl]ethyl}(methylsulfonyl)amino]-2H-indazole-3-carboxamide). Reaction SMILES: [Cl:1][C:2]1[CH:7]=[CH:6][C:5]([N:8]2[C:16]([C:17]([NH:19][CH3:20])=[O:18])=[C:15]3[C:10]([CH:11]=[C:12]([N:24]([S:30]([CH3:33])(=[O:32])=[O:31])[CH2:25][CH2:26][CH2:27][CH:28]=[CH2:29])[C:13]([CH:21]4[CH2:23][CH2:22]4)=[CH:14]3)=[N:9]2)=[CH:4][CH:3]=1.[OH:34][CH2:35][CH:36]([CH:40]([OH:42])[CH3:41])[CH2:37][CH2:38]O.C[C:44](C)([O-:46])C.[K+].C1(C)C=CC(S(Cl)(=O)=O)=CC=1.[Cl-].[NH4+]>C1COCC1>[Cl:1][C:2]1[CH:7]=[CH:6][C:5]([N:8]2[C:16]([C:17]([NH:19][CH3:20])=[O:18])=[C:15]3[C:10]([CH:11]=[C:12]([N:24]([CH2:38][CH2:37][CH:36]([CH2:35][OH:34])[CH:40]([OH:42])[CH3:41])[S:30]([CH3:33])(=[O:32])=[O:31])[C:13]([CH:21]4[CH2:23][CH2:22]4)=[CH:14]3)=[N:9]2)=[CH:4][CH:3]=1.[Cl:1][C:2]1[CH:7]=[CH:6][C:5]([N:8]2[C:16]([C:17]([NH:19][CH3:20])=[O:18])=[C:15]3[C:10]([CH:11]=[C:12]([N:24]([CH2:25][CH2:26][CH:27]4[CH2:44][O:46][CH:28]4[CH3:29])[S:30]([CH3:33])(=[O:32])=[O:31])[C:13]([CH:21]4[CH2:23][CH2:22]4)=[CH:14]3)=[N:9]2)=[CH:4][CH:3]=1 |f:2.3,5.6|. Reported procedure: 2-(4-Chlorophenyl)-5-cyclopropyl-6-{[4-hydroxy-3-(hydroxymethyl)pentyl](methylsulfonyl)amino}-N-methyl-2H-indazole-3-carboxamide was prepared by alkylating 2-(4-chlorophenyl)-5-cyclopropyl-N-methyl-6-[(methylsulfonyl)amino]-2H-indazole-3-carboxamide (i) with (±)-3-(hydroxymethyl)pentane-1,4-diol (prepared from (±)-3-acetyldihydrofuran-2(3H)-one as described by T. Mitsuhiro, Yanagihara, Hiroko and Y. Sachiko, Heterocycles, 1992 33, 489-492). Then, to a solution of Compound (i) (240 mg, 0.45 mmol)... Reactants: [Al+3], C1CCOC1, CCCCCc1c(C(C)C)nc(C(C)C)c(CC=O)c1-c1ccc(F)cc1, [H-], [H-], [H-], [H-], [Li+]. Yields the product CCCCCc1c(C(C)C)nc(C(C)C)c(CCO)c1-c1ccc(F)cc1. As a reaction SMILES: [Al+3:29].[CH2:34]1[O:35][CH2:36][CH2:37][CH2:38]1.[CH:1]([CH3:2])([CH3:3])[c:4]1[n:5][c:6]([CH:25]([CH3:26])[CH3:27])[c:7]([CH2:20][CH2:21][CH2:22][CH2:23][CH3:24])[c:8](-[c:13]2[cH:14][cH:15][c:16]([F:19])[cH:17][cH:18]2)[c:9]1[CH2:10][CH:11]=[O:12].[H-:28].[H-:31].[H-:32].[H-:33].[Li+:30]>>[CH:1]([CH3:2])([CH3:3])[c:4]1[n:5][c:6]([CH:25]([CH3:26])[CH3:27])[c:7]([CH2:20][CH2:21][CH2:22][CH2:23][CH3:24])[c:8](-[c:13]2[cH:14][cH:15][c:16]([F:19])[cH:17][cH:18]2)[c:9]1[CH2:10][CH2:11][OH:12]. The reactants are COC=1C=C(CP(OCC)(OCC)=O)C=CC1[N+](=O)[O-] (diethyl (3-methoxy-4-nitrobenzyl)phosphonate), COC=1C=C(CP(OCC)(OCC)=O)C=CC1[N+](=O)[O-] (diethyl (3-methoxy-4-nitrobenzyl)phosphonate). Reagents/catalysts: [Pd] (palladium). Run in C(C)O (ethanol). Conditions: time 16 hour. Product: NC1=C(C=C(CP(OCC)(OCC)=O)C=C1)OC (Diethyl (4-amino-3-methoxybenzyl)phosphonate), orange oil. The yield is 80.0%. RXN SMILES: [CH3:1][O:2][C:3]1[CH:4]=[C:5]([CH:15]=[CH:16][C:17]=1[N+:18]([O-])=O)[CH2:6][P:7](=[O:14])([O:11][CH2:12][CH3:13])[O:8][CH2:9][CH3:10]>C(O)C.[Pd]>[NH2:18][C:17]1[CH:16]=[CH:15][C:5]([CH2:6][P:7](=[O:14])([O:11][CH2:12][CH3:13])[O:8][CH2:9][CH3:10])=[CH:4][C:3]=1[O:2][CH3:1]. Procedure: A solution of diethyl (3-methoxy-4-nitrobenzyl)phosphonate (Compound 1G, 1.07 g, 3.54 mmol) in ethanol (10.0 mL) was charged with palladium 10% wt on activated carbon (0.38 g). The reaction mixture was evacuated and purged with hydrogen gas (3×) and allowed to stir under hydrogen for 16 h. The reaction mixture was filtered through a pad of celite. The filtrate was concentrated under reduced pressure to afford the title compound as 0.78 g of an orange oil (80%). This material was used in successi...